This data is from the Open Reaction Database (ORD), a public repository of structured organic reaction records. The task is: describe an organic reaction: reactants, conditions, products, and yield Reactants: CC(CC=1N=C(NC1)CC(C)(O)C1=CC=C(C=C1)C1=NC=C(C=C1)F)(C)C (1-[4-(2,2-dimethylpropyl)-1H-imidazol-2-yl]-2-[4-(5-fluoropyridin-2-yl)phenyl]propan-2-ol), C1=CC=NC=C1.F (HF-pyridine), C[Si](C)(C)C(C)O (trimethylsilylethanol). Run in C(Cl)Cl (methylene chloride). Reaction conditions: time 1 hour. The product is CC(CC=1N=C(NC1)CC(C)(F)C1=CC=C(C=C1)C1=NC=C(C=C1)F)(C)C (2-(4-{2-[4-(2,2-dimethylpropyl)-1H-imidazol-2-yl]-1-fluoro-1-methylethyl}phenyl)-5-fluoropyridine). Reaction SMILES: [CH3:1][C:2]([CH3:27])([CH3:26])[CH2:3][C:4]1[N:5]=[C:6]([CH2:9][C:10]([C:13]2[CH:18]=[CH:17][C:16]([C:19]3[CH:24]=[CH:23][C:22]([F:25])=[CH:21][N:20]=3)=[CH:15][CH:14]=2)(O)[CH3:11])[NH:7][CH:8]=1.C1C=CN=CC=1.[FH:34].C[Si](C(O)C)(C)C>C(Cl)Cl>[CH3:1][C:2]([CH3:27])([CH3:26])[CH2:3][C:4]1[N:5]=[C:6]([CH2:9][C:10]([C:13]2[CH:18]=[CH:17][C:16]([C:19]3[CH:24]=[CH:23][C:22]([F:25])=[CH:21][N:20]=3)=[CH:15][CH:14]=2)([F:34])[CH3:11])[NH:7][CH:8]=1 |f:1.2|. Reported procedure: 1-[4-(2,2-dimethylpropyl)-1H-imidazol-2-yl]-2-[4-(5-fluoropyridin-2-yl)phenyl]propan-2-ol (250 mg, 0.68 mmol) in a minimal volume of methylene chloride was added to HF-pyridine (0.5 mL). After stirring at ambient temperature for 1 h, the reaction was added dropwise to trimethylsilylethanol at 0° C. and concentrated in vacuo azeotroping with toluene. The residue was partitioned between ethyl acetate and 1 M aqueous sodium hydroxide. The organic phase was washed with brine, dried (sodium sulfate) ... Starting materials: ClCCCBr (1-Chloro-3-bromopropane), [OH-].[Na+] (sodium hydroxide), CCCCCC.C(Cl)Cl.CO (hexane methylene chloride methanol). Run in O1CCOCC1 (dioxane), O (water), COC1=CC=C(C=C1)O (p-methoxyphenol), O1CCOCC1 (dioxane). Conditions: temperature 80 celsius, time 8 hour. The product is ClCCCOC1=CC=C(C=C1)OC (1-(3-Chloropropoxy)-4-methoxybenzene). RXN SMILES: [OH-:1].[Na+].[Cl:3][CH2:4][CH2:5][CH2:6]Br.[CH3:8][CH2:9][CH2:10][CH2:11][CH2:12][CH3:13].C(Cl)Cl.[CH3:17][OH:18]>O.COC1C=CC(O)=CC=1.O1CCOCC1>[Cl:3][CH2:4][CH2:5][CH2:6][O:1][C:10]1[CH:9]=[CH:8][C:13]([O:18][CH3:17])=[CH:12][CH:11]=1 |f:0.1,3.4.5|. Procedure details: A solution of sodium hydroxide 20.0 g (0.5 mole in 300 ml of water and p-methoxyphenol, 62.1 g (0.5 mole) in 300 ml of dioxane was stirred for 1 hour at room temperature. 1-Chloro-3-bromopropane (472.35 g, 3.0 mole) in 100 ml of dioxane was added, and the reaction mixture was stirred overnight at 80° C. The lower layer was separated and the aqueous layer extracted with hexane. The lower layer and hexane layer were combined, dried, and solvent was removed in vacuo. The residue was dissolved in ch...